Dataset: the Open Reaction Database (ORD), a public repository of structured organic reaction records. Task: describe an organic reaction: reactants, conditions, products, and yield Reactants: COC(C(=CC(C=1C=NC=CC1)=O)O)=O (2-Hydroxy-4-oxo-4-pyridin-3-ylbut-2-enoic acid methyl ester), Cl.ClC=1C=C(C=CC1Cl)NN (3,4-dichlorophenyl hydrazine hydrochloride). The solvent is CCO (EtOH). Reaction conditions: temperature 0 celsius. Product: Cl.COC(=O)C1=NN(C(=C1)C=1C=NC=CC1)C1=CC(=C(C=C1)Cl)Cl (1-(3,4-Dichlorophenyl)-5-pyridin-3-yl-1H-pyrazole-3-carboxylic acid methyl ester hydrochloride). The yield is 128.0%. Reaction SMILES: [CH3:1][O:2][C:3](=[O:15])[C:4](O)=[CH:5][C:6](=O)[C:7]1[CH:8]=[N:9][CH:10]=[CH:11][CH:12]=1.Cl.[Cl:17][C:18]1[CH:19]=[C:20]([NH:25][NH2:26])[CH:21]=[CH:22][C:23]=1[Cl:24]>CCO>[ClH:17].[CH3:1][O:2][C:3]([C:4]1[CH:5]=[C:6]([C:7]2[CH:8]=[N:9][CH:10]=[CH:11][CH:12]=2)[N:25]([C:20]2[CH:21]=[CH:22][C:23]([Cl:24])=[C:18]([Cl:17])[CH:19]=2)[N:26]=1)=[O:15] |f:1.2,4.5|. Reported procedure: To a solution of 1 (2.90 g, 14.0 mmol) in EtOH (60 mL, anhydrous) was added 3,4-dichlorophenyl hydrazine hydrochloride (3.29 g, 15.4 mmol). The solution was heated to reflux for 30 min and then cooled to 0° C. The precipitate was collected by filtration and washed with H2O and MeOH to yield 2 (3.79 g, 70%) as an off-white powder. Starting materials: CC1=C(N=C(O1)C1=CC=CC=C1)COC=1C=C(CSC=2C=C(C(=O)O)C=CC2)C=CC1 (3-[3-[(5-methyl-2-phenyl-4-oxazolyl)methoxy]benzylthio]benzoic acid), S(O)(O)(=O)=O (sulfuric acid), CO (methanol). The product is CC1=C(N=C(O1)C1=CC=CC=C1)COC=1C=C(CSC=2C=C(C(=O)OC)C=CC2)C=CC1 (methyl 3-[3-[(5-methyl-2-phenyl-4-oxazolyl)methoxy]benzylthio]benzoate). Yield: 67.0%. Reaction SMILES: [CH3:1][C:2]1[O:6][C:5]([C:7]2[CH:12]=[CH:11][CH:10]=[CH:9][CH:8]=2)=[N:4][C:3]=1[CH2:13][O:14][C:15]1[CH:16]=[C:17]([CH:29]=[CH:30][CH:31]=1)[CH2:18][S:19][C:20]1[CH:21]=[C:22]([CH:26]=[CH:27][CH:28]=1)[C:23]([OH:25])=[O:24].S(=O)(=O)(O)O.[CH3:37]O>>[CH3:1][C:2]1[O:6][C:5]([C:7]2[CH:8]=[CH:9][CH:10]=[CH:11][CH:12]=2)=[N:4][C:3]=1[CH2:13][O:14][C:15]1[CH:16]=[C:17]([CH:29]=[CH:30][CH:31]=1)[CH2:18][S:19][C:20]1[CH:21]=[C:22]([CH:26]=[CH:27][CH:28]=1)[C:23]([O:25][CH3:37])=[O:24]. Procedure details: A mixture of 3-[3-[(5-methyl-2-phenyl-4-oxazolyl)methoxy]benzylthio]benzoic acid (3.20 g), conc. sulfuric acid (1 mL) and methanol (50 mL) was stirred with heating under reflux for 1 hr. The reaction mixture was concentrated, water was added to the residue and the mixture was extracted with ethyl acetate. The organic layer was washed with water, dried over anhydrous magnesium sulfate and concentrated. The residue was subjected to silica gel column chromatography to give methyl 3-[3-[(5-methyl-2-... Reactants: N1(CC=CCC1)C(=O)[O-] (5,6-dihydropyridine-1(2H)-carboxylate), [Si](C)(C)(C(C)(C)C)OC[C@H]1N(CC(C(=C1)CO)=O)C(=O)OC(C)(C)C ((S)-tert-butyl 2-((tert-butyldimethylsilyloxy)methyl)-4-(hydroxymethyl)-5-oxo-5,6-dihydropyridine-1(2H)-carboxylate), ClC(C(OCC1=CC=C(C=C1)OC)=N)(Cl)Cl (4-methoxybenzyl 2,2,2-trichloroacetimidate), C(F)(F)(F)S(=O)(=O)[O-].C(F)(F)(F)S(=O)(=O)[O-].C(F)(F)(F)S(=O)(=O)[O-].[La+3] (La(OTf)3). Solvent: C1(=CC=CC=C1)C (toluene). Conditions: temperature 50 celsius, time 4 hour. The product is [Si](C)(C)(C(C)(C)C)OC[C@H]1N(CC(C(=C1)COCC1=CC=C(C=C1)OC)=O)C(=O)OC(C)(C)C ((S)-tert-butyl 2-(((tert-butyldimethylsilyl)oxy)methyl)-4-(((4-methoxybenzyl)-oxy)methyl)-5-oxo-5,6-dihydropyridine-1(2H)-carboxylate). As a reaction SMILES: N1(C([O-])=O)CCC=CC1.[Si:10]([O:17][CH2:18][C@@H:19]1[CH:24]=[C:23]([CH2:25][OH:26])[C:22](=[O:27])[CH2:21][N:20]1[C:28]([O:30][C:31]([CH3:34])([CH3:33])[CH3:32])=[O:29])([C:13]([CH3:16])([CH3:15])[CH3:14])([CH3:12])[CH3:11].ClC(Cl)(Cl)C(=N)O[CH2:39][C:40]1[CH:45]=[CH:44][C:43]([O:46][CH3:47])=[CH:42][CH:41]=1.C(S([O-])(=O)=O)(F)(F)F.C(S([O-])(=O)=O)(F)(F)F.C(S([O-])(=O)=O)(F)(F)F.[La+3]>C1(C)C=CC=CC=1>[Si:10]([O:17][CH2:18][C@@H:19]1[CH:24]=[C:23]([CH2:25][O:26][CH2:39][C:40]2[CH:45]=[CH:44][C:43]([O:46][CH3:47])=[CH:42][CH:41]=2)[C:22](=[O:27])[CH2:21][N:20]1[C:28]([O:30][C:31]([CH3:34])([CH3:33])[CH3:32])=[O:29])([C:13]([CH3:16])([CH3:15])[CH3:14])([CH3:12])[CH3:11] |f:3.4.5.6|. Procedure: To a solution of (2S)-tert-butyl 5-hydroxy-4-(hydroxymethyl)-2-(isopropyldimethylsilyl)oxy)methyl)-5,6-dihydropyridine-1(2H)-carboxylate (Intermediate 117, 13.0 g, 34.99 mmol) in toluene (150 mL) was added 4-methoxybenzyl 2,2,2-trichloroacetimidate (7.65 mL, 10.42 g, 36.74 mmol) and La(OTf)3 (205 mg, 0.35 mmol). The mixture was stirred at 50° C. for 4 h. Aqueous work-up with ethyl acetate and the organic layer was dried over MgSO4 to afford the crude product. The reactants are CS(=O)(=O)N (methanesulfonamide), N1(CCC1)S(=O)(=O)N (azetidine-1-sulfonamide), 4-(((1r,3r,5r,7r)-2-cyanoadamantan-2-yl)methoxy)-5-cyclopropyl-2-fluorobenzoic acid, C12CC(CC2C1)COC1=CC(=C(C(=O)O)C=C1C1CC1)F (4-(bicyclo[3.1.0]hexan-3-ylmethoxy)-5-cyclopropyl-2-fluorobenzoic acid). The product is N1(CCC1)S(=O)(=O)NC(C1=C(C=C(C(=C1)C1CC1)OCC1CC2CC2C1)F)=O (N-(azetidin-1-ylsulfonyl)-4-(bicyclo[3.1.0]hexan-3-ylmethoxy)-5-cyclopropyl-2-fluorobenzamide), solid. Yield: 27.0%. Reaction SMILES: [CH:1]12[CH2:6][CH:5]1[CH2:4][CH:3]([CH2:7][O:8][C:9]1[C:17]([CH:18]3[CH2:20][CH2:19]3)=[CH:16][C:12]([C:13](O)=[O:14])=[C:11]([F:21])[CH:10]=1)[CH2:2]2.CS(N)(=O)=O.[N:27]1([S:31]([NH2:34])(=[O:33])=[O:32])[CH2:30][CH2:29][CH2:28]1>>[N:27]1([S:31]([NH:34][C:13](=[O:14])[C:12]2[CH:16]=[C:17]([CH:18]3[CH2:19][CH2:20]3)[C:9]([O:8][CH2:7][CH:3]3[CH2:4][CH:5]4[CH:1]([CH2:6]4)[CH2:2]3)=[CH:10][C:11]=2[F:21])(=[O:33])=[O:32])[CH2:30][CH2:29][CH2:28]1. Procedure: Following the procedure as described in Example 332 Step 7 and making non-critical variations to replace 4-(((1r,3r,5r,7r)-2-cyanoadamantan-2-yl)methoxy)-5-cyclopropyl-2-fluorobenzoic acid with 4-(bicyclo[3.1.0]hexan-3-ylmethoxy)-5-cyclopropyl-2-fluorobenzoic acid and to replace methanesulfonamide with azetidine-1-sulfonamide, the title compound was obtained as a white solid (0.037 g, 27%): 1H NMR (300 MHz, CDCl3) δ11.60 (br, s, 1H), 7.13 (d, J=8.31 Hz, 1H), 6.94 (d, J=12.98 Hz, 1H), 4.11-3.96 (...